Dataset: the Open Reaction Database (ORD), a public repository of structured organic reaction records. Task: describe an organic reaction: reactants, conditions, products, and yield Reactants: Cc1ccccc1CBr, NC1=NC(=O)CN1C(=O)OCc1ccccc1, CC#N, [K+], [K+], O=C([O-])[O-]. Product: Cc1ccccc1CNC1=NC(=O)CN1C(=O)OCc1ccccc1. Reaction SMILES: [Br:18][CH2:19][c:20]1[c:21]([CH3:26])[cH:22][cH:23][cH:24][cH:25]1.[CH2:1]([c:2]1[cH:3][cH:4][cH:5][cH:6][cH:7]1)[O:8][C:9](=[O:10])[N:11]1[C:12]([NH2:17])=[N:13][C:14](=[O:16])[CH2:15]1.[CH3:33][C:34]#[N:35].[K+:27].[K+:28].[O-:29][C:30]([O-:31])=[O:32]>>[CH2:1]([c:2]1[cH:3][cH:4][cH:5][cH:6][cH:7]1)[O:8][C:9](=[O:10])[N:11]1[C:12]([NH:17][CH2:19][c:20]2[c:21]([CH3:26])[cH:22][cH:23][cH:24][cH:25]2)=[N:13][C:14](=[O:16])[CH2:15]1.